This data is from the Open Reaction Database (ORD), a public repository of structured organic reaction records. The task is: describe an organic reaction: reactants, conditions, products, and yield The reactants are Cl (hydrochloric acid), CN1C(N(C(C=C1C(F)(F)F)=O)C=1C=CC2=C(C(=NS2)C(=O)O)C1)=O (5-[3,6-dihydro-3-methyl-2,6-dioxo-4-(trifluoromethyl)-1(2H)-pyrimidinyl]-1,2-benzisothiazole-3-carboxylic acid), C(=O)(N1C=NC=C1)N1C=NC=C1 (1,1'-carbonyldiimidazole), CS(=O)(=O)N (methanesulfonamide), N12CCCCCC2=NCCC1 (1,8-diazabicyclo[5.4.0]undec-7-ene). Run in C(Cl)Cl.C(C)(=O)O (methylene chloride acetic acid), O1CCCC1 (tetrahydrofuran). Reaction conditions: time 30 minute. Yields the product CN1C(N(C(C=C1C(F)(F)F)=O)C=1C=CC2=C(C(=NS2)C(=O)NS(=O)(=O)C)C1)=O (5-[3,6-Dihydro-3-methyl-2,6-dioxo-4-(trifluoromethyl)-1(2H)-pyrimidinyl]-N-(methylsulfonyl)-1,2-benzisothiazole-3-carboxamide). Isolated yield 72.3%. As a reaction SMILES: [CH3:1][N:2]1[C:7]([C:8]([F:11])([F:10])[F:9])=[CH:6][C:5](=[O:12])[N:4]([C:13]2[CH:14]=[CH:15][C:16]3[S:20][N:19]=[C:18]([C:21](O)=[O:22])[C:17]=3[CH:24]=2)[C:3]1=[O:25].C(N1C=CN=C1)(N1C=CN=C1)=O.[CH3:38][S:39]([NH2:42])(=[O:41])=[O:40].N12CCCN=C1CCCCC2.Cl>O1CCCC1.C(Cl)Cl.C(O)(=O)C>[CH3:1][N:2]1[C:7]([C:8]([F:9])([F:11])[F:10])=[CH:6][C:5](=[O:12])[N:4]([C:13]2[CH:14]=[CH:15][C:16]3[S:20][N:19]=[C:18]([C:21]([NH:42][S:39]([CH3:38])(=[O:41])=[O:40])=[O:22])[C:17]=3[CH:24]=2)[C:3]1=[O:25] |f:6.7|. Procedure: A solution of 5-[3,6-dihydro-3-methyl-2,6-dioxo-4-(trifluoromethyl)-1(2H)-pyrimidinyl]-1,2-benzisothiazole-3-carboxylic acid (0.400 g, 1.08 mmol) in tetrahydrofuran is treated with 1,1'-carbonyldiimidazole (0.260 g, 1.58 mmol), stirred at room temperature for 30 minutes, refluxed for 2 hours, cooled to room temperature, treated dropwise with a solution of methanesulfonamide (0.130 g, 1.37 mmol) and 1,8-diazabicyclo[5.4.0]undec-7-ene (0.230 g, 1.50 mmol), stirred at room temperature for 3 hours, ... Reactants: O=CO, O=C[O-], CC(=O)c1ccc(Cl)cc1Cl, [NH4+]. The product is CC(NC=O)c1ccc(Cl)cc1Cl. RXN SMILES: [CH:16]([OH:17])=[O:18].[CH:1](=[O:2])[O-:3].[Cl:5][c:6]1[c:7]([C:13]([CH3:14])=[O:15])[cH:8][cH:9][c:10]([Cl:12])[cH:11]1.[NH4+:4]>>[CH:1](=[O:3])[NH:4][CH:13]([c:7]1[c:6]([Cl:5])[cH:11][c:10]([Cl:12])[cH:9][cH:8]1)[CH3:14]. Reactants: C1CCOC1, CC(C)c1ccccc1N, O=C(Cl)Oc1ccccc1, c1ccncc1. Yields the product CC(C)c1ccccc1NC(=O)Oc1ccccc1. RXN SMILES: [CH2:27]1[O:28][CH2:29][CH2:30][CH2:31]1.[CH:1]([CH3:2])([CH3:3])[c:4]1[c:5]([NH2:6])[cH:7][cH:8][cH:9][cH:10]1.[Cl:17][C:18](=[O:19])[O:20][c:21]1[cH:22][cH:23][cH:24][cH:25][cH:26]1.[cH:11]1[cH:12][cH:13][n:14][cH:15][cH:16]1>>[CH:1]([CH3:2])([CH3:3])[c:4]1[c:5]([NH:6][C:18](=[O:19])[O:20][c:21]2[cH:22][cH:23][cH:24][cH:25][cH:26]2)[cH:7][cH:8][cH:9][cH:10]1. Reactants: CN1NC(=C(C1=O)C(C1=CC=CC=C1)=O)C (1,3-dimethyl-4-benzoyl-5-pyrazolone), S(=O)(=O)(Cl)Cl (sulfuryl chloride), O (water). The solvent is C1=CC=CC=C1 (benzene). Reaction conditions: time 4 hour. The product is CN1N=C(C(C1=O)(C(C1=CC=CC=C1)=O)Cl)C (1,3-Dimethyl-4-chloro-4-benzoyl-5-pyrazolone). Isolated yield 8.0%. Reaction SMILES: [CH3:1][N:2]1[C:6](=[O:7])[C:5]([C:8](=[O:15])[C:9]2[CH:14]=[CH:13][CH:12]=[CH:11][CH:10]=2)=[C:4]([CH3:16])[NH:3]1.S(Cl)([Cl:20])(=O)=O.O>C1C=CC=CC=1>[CH3:1][N:2]1[C:6](=[O:7])[C:5]([Cl:20])([C:8](=[O:15])[C:9]2[CH:14]=[CH:13][CH:12]=[CH:11][CH:10]=2)[C:4]([CH3:16])=[N:3]1. Reported procedure: To a solution of 2.16 g of 1,3-dimethyl-4-benzoyl-5-pyrazolone in 20 ml of dry benzene was added 1.62 g of sulfuryl chloride and the mixture was stirred at room temperature for 4 hours. After completion of the reaction, water was added to the reaction mixture and after shaking an organic layer was separated. The organic layer was washed successively with a saturated aqueous solution of sodium hydrogencarbonate and water, dried over anhydrous sodium sulfate and the solvent was distilled off from ... The reactants are CC(=O)OC(C)=O, ClCCl, CS(=O)c1ccc(N2CC(CN)OC2=O)cc1F, c1ccncc1. Yields the product CC(=O)NCC1CN(c2ccc(S(C)=O)c(F)c2)C(=O)O1. As a reaction SMILES: [CH3:1][C:2](=[O:3])[O:4][C:5](=[O:6])[CH3:7].[Cl:32][CH2:33][Cl:34].[NH2:14][CH2:15][CH:16]1[CH2:17][N:18]([c:22]2[cH:23][c:24]([F:31])[c:25]([S:28](=[O:29])[CH3:30])[cH:26][cH:27]2)[C:19](=[O:21])[O:20]1.[cH:8]1[cH:9][cH:10][n:11][cH:12][cH:13]1>>[CH3:1][C:2](=[O:3])[NH:14][CH2:15][CH:16]1[CH2:17][N:18]([c:22]2[cH:23][c:24]([F:31])[c:25]([S:28](=[O:29])[CH3:30])[cH:26][cH:27]2)[C:19](=[O:21])[O:20]1. Reported procedure: [5-(3,5-Bis-trifluoromethyl-benzoyl)-5,6-dihydro-phenanthridin-6-yl]-acetic acid methyl ester was prepared from phenanthridine, 3,5-bis(trifluoromethyl)benzoyl chloride, and 1-(tert-butyldimethylsilyloxy)-1-methoxyethene according to GP 2. Yield, 49%. 1H-NMR (DMSO-d6): δ=2.46 (dd, J=14.5 Hz, J=7.0 Hz, 1H), 2.57 (dd, J=14.5 Hz, J=7.8 Hz, 1H), 3.57 (s, 3H), 6.03 (s, br., 1H), 6.80 (s, br., 1H), 7.12 (s, br., 1H), 7.31 (t, J=7.6 Hz, 1H), 7.36-7.44 (m, 2H), 7.46-7.53 (m, 1H), 7.80 (s, br., 2H), 8.03... Reaction SMILES: [CH:1]1[C:14]2[C:5](=[N:6][CH:7]=[C:8]3[C:13]=2[CH:12]=[CH:11][CH:10]=[CH:9]3)[CH:4]=[CH:3][CH:2]=1.[F:15][C:16]([F:31])([F:30])[C:17]1[CH:18]=[C:19]([CH:23]=[C:24]([C:26]([F:29])([F:28])[F:27])[CH:25]=1)[C:20](Cl)=[O:21].[Si]([O:39][C:40]([O:42][CH3:43])=[CH2:41])(C(C)(C)C)(C)C>>[CH3:43][O:42][C:40](=[O:39])[CH2:41][CH:7]1[C:8]2[C:13](=[CH:12][CH:11]=[CH:10][CH:9]=2)[C:14]2[CH:1]=[CH:2][CH:3]=[CH:4][C:5]=2[N:6]1[C:20](=[O:21])[C:19]1[CH:18]=[C:17]([C:16]([F:31])([F:30])[F:15])[CH:25]=[C:24]([C:26]([F:29])([F:28])[F:27])[CH:23]=1. Product: COC(CC1N(C=2C=CC=CC2C2=CC=CC=C12)C(C1=CC(=CC(=C1)C(F)(F)F)C(F)(F)F)=O)=O ([5-(3,5-Bis-trifluoromethyl-benzoyl)-5,6-dihydro-phenanthridin-6-yl]-acetic acid methyl ester). Reactants: C1=CC=CC2=NC=C3C=CC=CC3=C12 (phenanthridine), FC(C=1C=C(C(=O)Cl)C=C(C1)C(F)(F)F)(F)F (3,5-bis(trifluoromethyl)benzoyl chloride), [Si](C)(C)(C(C)(C)C)OC(=C)OC (1-(tert-butyldimethylsilyloxy)-1-methoxyethene).